From a dataset of the Open Reaction Database (ORD), a public repository of structured organic reaction records. describe an organic reaction: reactants, conditions, products, and yield Reported procedure: The procedure to prepare this compound was the same as that described for preparing the compound of Example 5 except that 1 gram of the 2-(2′-hydroxy-5′-aminophenyl)benzothiazole compound (prepared in Step B of Example 5), 18.6 g of triethyl phosphate and 0.55 g of phenyl isocyanate were used. The desired compound of Formula (VII) was obtained in a yield of 0.76 g. RXN SMILES: [OH:1][C:2]1[CH:7]=[CH:6][C:5]([NH2:8])=[CH:4][C:3]=1[C:9]1[S:10][C:11]2[CH:17]=[CH:16][CH:15]=[CH:14][C:12]=2[N:13]=1.P(OCC)(OCC)(OCC)=O.[C:29]1([N:35]=[C:36]=[O:37])[CH:34]=[CH:33][CH:32]=[CH:31][CH:30]=1>>[S:10]1[C:11]2[CH:17]=[CH:16][CH:15]=[CH:14][C:12]=2[N:13]=[C:9]1[C:3]1[CH:4]=[C:5]([NH:8][C:36]([NH:35][C:29]2[CH:34]=[CH:33][CH:32]=[CH:31][CH:30]=2)=[O:37])[CH:6]=[CH:7][C:2]=1[OH:1]. Product: S1C(=NC2=C1C=CC=C2)C=2C=C(C=CC2O)NC(=O)NC2=CC=CC=C2 (1-(3-benzothiazol-2-yl-4-hydroxy-phenyl)-3-phenyl urea), ( VII ). Starting materials: compound, OC1=C(C=C(C=C1)N)C=1SC2=C(N1)C=CC=C2 (2-(2′-hydroxy-5′-aminophenyl)benzothiazole), P(=O)(OCC)(OCC)OCC (triethyl phosphate), C1(=CC=CC=C1)N=C=O (phenyl isocyanate). Reactants: FC=1C=C(C(=O)O)C=CC1[N+](=O)[O-] (3-Fluoro-4-nitrobenzoic acid), C(C)OCCN (2-ethoxyethylamine), C(C)(C)N(C(C)C)CC (N,N-diisopropylethylamine), Cl.CN(CCCN=C=NCC)C (1-(3-dimethylaminopropyl)-3-ethyl carbodiimide hydrochloride), O.ON1N=NC2=C1C=CC=C2 (1-hydroxybenzotriazole monohydrate). Run in C(C)#N (acetonitrile), Cl (hydrochloric acid). Reaction conditions: time 19 hour. The product is C(C)OCCNC(C1=CC(=C(C=C1)[N+](=O)[O-])F)=O (N-(2-ethoxyethyl)-3-fluoro-4-nitrobenzamide). As a reaction SMILES: [F:1][C:2]1[CH:3]=[C:4]([CH:8]=[CH:9][C:10]=1[N+:11]([O-:13])=[O:12])[C:5]([OH:7])=O.[CH2:14]([O:16][CH2:17][CH2:18][NH2:19])[CH3:15].C(N(CC)C(C)C)(C)C.Cl.CN(C)CCCN=C=NCC.O.ON1C2C=CC=CC=2N=N1>Cl.C(#N)C>[CH2:14]([O:16][CH2:17][CH2:18][NH:19][C:5](=[O:7])[C:4]1[CH:8]=[CH:9][C:10]([N+:11]([O-:13])=[O:12])=[C:2]([F:1])[CH:3]=1)[CH3:15] |f:3.4,5.6|. Reported procedure: 3-Fluoro-4-nitrobenzoic acid 5.55 g, 2-ethoxyethylamine 3.15 mL, N,N-diisopropylethylamine 5.23 mL, 1-(3-dimethylaminopropyl)-3-ethyl carbodiimide hydrochloride 8.63 g, 1-hydroxybenzotriazole monohydrate 5.96 g and acetonitrile 77 mL were mixed and stirred for 19 hours. The reaction liquid was poured in diluted hydrochloric acid and extracted with ethyl acetate. The extract was washed with saturated brine, saturated aqueous sodium hydrogencarbonate solution and saturated brine, by the order stat...